The task is: describe an organic reaction: reactants, conditions, products, and yield. This data is from the Open Reaction Database (ORD), a public repository of structured organic reaction records. Reactants: CS(=O)(=O)Nc1cccc(OCC#N)c1, CCO, ClC(Cl)Cl, Cl. Product: CCOC(=N)COc1cccc(NS(C)(=O)=O)c1, Cl. Reaction SMILES: [C:1](#[N:2])[CH2:3][O:4][c:5]1[cH:6][c:7]([NH:11][S:12](=[O:13])(=[O:14])[CH3:15])[cH:8][cH:9][cH:10]1.[CH3:17][CH2:18][OH:19].[CH:20]([Cl:21])([Cl:22])[Cl:23].[ClH:16]>>[C:1](=[NH:2])([CH2:3][O:4][c:5]1[cH:6][c:7]([NH:11][S:12](=[O:13])(=[O:14])[CH3:15])[cH:8][cH:9][cH:10]1)[O:19][CH2:18][CH3:17].[ClH:16]. Starting materials: S(O)(O)(=O)=O (sulfuric acid), [OH-].[Na+] (sodium hydroxide), CC(=O)C (acetone), S(=O)(=O)([O-])[O-].O[NH3+].O[NH3+] (hydroxylammonium sulfate), NO (hydroxylamine), C1(CCCCC1)=O (cyclohexanone). The reagents and catalysts are moist hydrogenation catalyst. The product is S(=O)(=O)(O)O.C1(CCCCC1)N(O)C(C)C.C1(CCCCC1)N(O)C(C)C (cyclohexylisopropylhydroxylamine hemisulfate), [OH-].[Na+] (sodium hydroxide). Reaction SMILES: [S:1]([O-:5])([O-:4])(=[O:3])=[O:2].[OH:6][NH3+:7].O[NH3+].NO.S(=O)(=O)(O)[OH:13].[OH-].[Na+:18].[C:19]1(=O)[CH2:24][CH2:23][CH2:22][CH2:21][CH2:20]1.[CH3:26][C:27]([CH3:29])=O>>[S:1]([OH:5])([OH:4])(=[O:3])=[O:2].[CH:19]1([N:7]([CH:27]([CH3:29])[CH3:26])[OH:6])[CH2:24][CH2:23][CH2:22][CH2:21][CH2:20]1.[CH:19]1([N:7]([CH:27]([CH3:29])[CH3:26])[OH:6])[CH2:24][CH2:23][CH2:22][CH2:21][CH2:20]1.[OH-:13].[Na+:18] |f:0.1.2,5.6,9.10.11,12.13|. Reported procedure: An aqueous solution of 1800 g of hydroxylammonium sulfate solution (25% strength) is made up (=5.39 mol of hydroxylamine). 79.0 g of moist hydrogenation catalyst are added thereto. The free sulfuric acid in the solution is partly neutralized by means of 36.7 g of 50% strength sodium hydroxide solution (=0.458 mol) over a period of 2 minutes. While stirring, the mixture is thermostated to 50° C. and 477.9 g (4.87 mol) of cyclohexanone are introduced over a period of 30 minutes by means of a Desag... Starting materials: C(#N)C=1C=C(CN2C([C@H](CC2)NS(=O)(=O)C=2SC(=CC2)C2=NC(=NC=C2)S(=O)C)=O)C=CC1 (5-(2-methylsulfinyl-pyrimidin-4-yl)-thiophene-2-sulfonic acid [1-(3-cyanobenzyl)-2-oxo-pyrrolidin3-(S)-yl]-amide), C(#N)C=1C=C(CN2C([C@H](CC2)NS(=O)(=O)C=2SC(=CC2)C2=NC(=NC=C2)S(=O)(=O)C)=O)C=CC1 (5-(2-methylsulfonyl-pyrimidin-4-yl)-thiophene-2sulfonic acid [1-(3-cyanobenzyl)-2-oxo-pyrrolidin-3-(S)-yl]-amide). Solvent: CCO (EtOH). Conditions: temperature 90 celsius. The product is C(#N)C=1C=C(CN2C([C@H](CC2)NS(=O)(=O)C=2SC(=CC2)C2=NC(=NC=C2)N)=O)C=CC1 (5-(2-amino-pyrimidin-4-yl)-thiophene-2-sulfonic acid [1-(3-cyanobenzyl)-2-oxo-pyrrolidin-3-(S)-yl]-amide). As a reaction SMILES: [C:1]([C:3]1[CH:4]=[C:5]([CH:31]=[CH:32][CH:33]=1)[CH2:6][N:7]1[CH2:11][CH2:10][C@H:9]([NH:12][S:13]([C:16]2[S:17][C:18]([C:21]3[CH:26]=[CH:25][N:24]=[C:23](S(C)=O)[N:22]=3)=[CH:19][CH:20]=2)(=[O:15])=[O:14])[C:8]1=[O:30])#[N:2].C(C1C=C(C=CC=1)CN1CC[C@H](NS(C2SC(C3C=CN=C(S(C)(=O)=O)N=3)=CC=2)(=O)=O)C1=O)#[N:35]>CCO>[C:1]([C:3]1[CH:4]=[C:5]([CH:31]=[CH:32][CH:33]=1)[CH2:6][N:7]1[CH2:11][CH2:10][C@H:9]([NH:12][S:13]([C:16]2[S:17][C:18]([C:21]3[CH:26]=[CH:25][N:24]=[C:23]([NH2:35])[N:22]=3)=[CH:19][CH:20]=2)(=[O:15])=[O:14])[C:8]1=[O:30])#[N:2]. Procedure details: A mixture of [5-(2-methylsulfinyl-pyrimidin-4-yl)-thiophene-2-sulfonic acid [1-(3-cyanobenzyl)-2-oxo-pyrrolidin3-(S)-yl]-amide and [5-(2-methylsulfonyl-pyrimidin-4-yl)-thiophene-2sulfonic acid [1-(3-cyanobenzyl)-2-oxo-pyrrolidin-3-(S)-yl]-amide (0.20 g, 0.39 mmol) is dissolved in 10 mL of EtOH and NH3 gas is bubbled through the solution for 5 min. The resulting mixture is heated at 90° C. for 3 h in a stainless steel Parr high pressure reaction vessel. After this time, the solution is allowed to... Reactants: C(\C=C\CCCCCCC)(=O)O ((E)-2-decenoic acid), ClC1=C(C=CC=C1)N1CCNCC1 (1-(2-chlorophenyl)piperazine). The product is C(\C=C\CCCCCCC)(=O)N1CCN(CC1)C1=C(C=CC=C1)Cl (1-((E)-2-Decenoyl)-4-(2-chlorophenyl)piperazine). RXN SMILES: [C:1]([OH:12])(=O)/[CH:2]=[CH:3]/[CH2:4][CH2:5][CH2:6][CH2:7][CH2:8][CH2:9][CH3:10].[Cl:13][C:14]1[CH:19]=[CH:18][CH:17]=[CH:16][C:15]=1[N:20]1[CH2:25][CH2:24][NH:23][CH2:22][CH2:21]1>>[C:1]([N:23]1[CH2:22][CH2:21][N:20]([C:15]2[CH:16]=[CH:17][CH:18]=[CH:19][C:14]=2[Cl:13])[CH2:25][CH2:24]1)(=[O:12])/[CH:2]=[CH:3]/[CH2:4][CH2:5][CH2:6][CH2:7][CH2:8][CH2:9][CH3:10]. Reported procedure: The same procedures as in Example 2 were carried out using (E)-2-decenoic acid and 1-(2-chlorophenyl)piperazine as starting raw materials, to produce an intended compound. The reactants are NC1=NC=2C=C(C=CC2C2=C1N=C(N2CC(C)(O)C)COCC)ON2CCCCC2 (1-[4-Amino-2-(ethoxymethyl)-7-(piperidinyloxy)-1H-imidazo[4,5-c]quinolin-1-yl]-2-methylpropan-2-ol), C(C)(=O)OC(C)=O (Acetic anhydride). Run in ClCCl (dichloromethane). Conditions: time 16 hour. Yields the product C(C)(=O)N1C(CCCC1)OC=1C=CC=2C3=C(C(=NC2C1)N)N=C(N3CC(C)(O)C)COCC (1-[7-[(1-acetylpiperidinyl)oxy]-4-amino-2-(ethoxymethyl)-1H-imidazo[4,5-c]quinolin-1-yl]-2-methylpropan-2-ol). RXN SMILES: [NH2:1][C:2]1[C:11]2[N:12]=[C:13]([CH2:20][O:21][CH2:22][CH3:23])[N:14]([CH2:15][C:16]([CH3:19])([OH:18])[CH3:17])[C:10]=2[C:9]2[CH:8]=[CH:7][C:6]([O:24]N3CCCCC3)=[CH:5][C:4]=2[N:3]=1.C(O[C:35](=[O:37])[CH3:36])(=O)C>ClCCl>[C:35]([N:3]1[CH2:4][CH2:9][CH2:10][CH2:11][CH:2]1[O:24][C:6]1[CH:7]=[CH:8][C:9]2[C:10]3[N:14]([CH2:15][C:16]([CH3:19])([OH:18])[CH3:17])[C:13]([CH2:20][O:21][CH2:22][CH3:23])=[N:12][C:11]=3[C:2]([NH2:1])=[N:3][C:4]=2[CH:5]=1)(=[O:37])[CH3:36]. Reported procedure: 1-[4-Amino-2-(ethoxymethyl)-7-(piperidinyloxy)-1H-imidazo[4,5-c]quinolin-1-yl]-2-methylpropan-2-ol (from Part A) was slurried in dichloromethane (11 mL). Acetic anhydride (0.105 mL, 1.03 mmol) was added and the reaction was stirred for 16 hours. The reaction mixture was purified by chromatography on a HORIZON HPFC system (silica gel, gradient elution with 2-25% CMA in chloroform). The resulting solid was covered with diethyl ether for one week. Filtration of the solid provided 0.130 g of 1-[7-[(... Starting materials: Cl (hydrochloric acid), C(C)C1=C(NC2=CC=CC=C12)C=O (3-ethyl-2-indolecarbaldehyde), [N+](=O)([O-])C (nitromethane), [OH-].[Na+] (sodium hydroxide). Run in O (water), CO (methanol). Product: C(C)C1=C(NC2=CC=CC=C12)C=C[N+](=O)[O-] (3-ethyl-2-(2-nitrovinyl)indole). As a reaction SMILES: [CH2:1]([C:3]1[C:11]2[C:6](=[CH:7][CH:8]=[CH:9][CH:10]=2)[NH:5][C:4]=1[CH:12]=O)[CH3:2].[N+:14]([CH3:17])([O-:16])=[O:15].[OH-].[Na+].Cl>CO.O>[CH2:1]([C:3]1[C:11]2[C:6](=[CH:7][CH:8]=[CH:9][CH:10]=2)[NH:5][C:4]=1[CH:12]=[CH:17][N+:14]([O-:16])=[O:15])[CH3:2] |f:2.3|. Procedure details: To a solution of 3-ethyl-2-indolecarbaldehyde (4.0 g) and nitromethane (4.93 g) in methanol (80 ml) was added dropwise 50% aqueous sodium hydroxide solution at 0~-5° C. for an hour. After being stirred at the same temperature for an hour and at room temperature an hour. The mixture was poured into a mixture of chilled water and 12N hydrochloric acid (4:1, 500 ml). The precipitates were collected, washed with water and dried to give 3-ethyl-2-(2-nitrovinyl)indole.